Dataset: the Open Reaction Database (ORD), a public repository of structured organic reaction records. Task: describe an organic reaction: reactants, conditions, products, and yield The reactants are CC(C)(C)OC(=O)C(C)(C)Br, O=C([O-])[O-], CN(C)C=O, [K+], [K+], O, C=CCOC(=O)Cc1cccc(O)c1. Product: C=CCOC(=O)Cc1cccc(OC(C)(C)C(=O)OC(C)(C)C)c1. RXN SMILES: [Br:21][C:22]([C:23](=[O:24])[O:25][C:26]([CH3:27])([CH3:28])[CH3:29])([CH3:30])[CH3:31].[C:15](=[O:16])([O-:17])[O-:18].[CH3:33][N:34]([CH3:35])[CH:36]=[O:37].[K+:19].[K+:20].[OH2:32].[OH:1][c:2]1[cH:3][c:4]([CH2:8][C:9](=[O:10])[O:11][CH2:12][CH:13]=[CH2:14])[cH:5][cH:6][cH:7]1>>[O:1]([c:2]1[cH:3][c:4]([CH2:8][C:9](=[O:10])[O:11][CH2:12][CH:13]=[CH2:14])[cH:5][cH:6][cH:7]1)[C:22]([C:23](=[O:24])[O:25][C:26]([CH3:27])([CH3:28])[CH3:29])([CH3:30])[CH3:31].